This data is from the Open Reaction Database (ORD), a public repository of structured organic reaction records. The task is: describe an organic reaction: reactants, conditions, products, and yield Starting materials: COC1=C(C=CC2=C1CCC(CC2)NCCOC)N (1-methoxy-N*7*-(2-methoxy-ethyl)-6,7,8,9-tetrahydro-5H-benzocycloheptene-2,7-diamine), ClC1=NC=C(C(=N1)NC1=C(C=CC=C1)S(=O)(=O)N1CC(CC1)O)Cl (1-[2-(2,5-Dichloro-pyrimidin-4-ylamino)-benzenesulfonyl]-pyrrolidin-3-ol). The product is ClC=1C(=NC(=NC1)NC=1C=CC2=C(CCC(CC2)NCCOC)C1OC)NC1=C(C=CC=C1)S(=O)(=O)N1CC(CC1)O (1-(2-{5-Chloro-2-[1-methoxy-7-(2-methoxy-ethylamino)-6,7,8,9-tetrahydro-5H-benzocyclohepten-2-ylamino]-pyrimidin-4-ylamino}-benzenesulfonyl)-pyrrolidin-3-ol). Yield: 7.0%. Reaction SMILES: [CH3:1][O:2][C:3]1[C:8]2[CH2:9][CH2:10][CH:11]([NH:14][CH2:15][CH2:16][O:17][CH3:18])[CH2:12][CH2:13][C:7]=2[CH:6]=[CH:5][C:4]=1[NH2:19].Cl[C:21]1[N:26]=[C:25]([NH:27][C:28]2[CH:33]=[CH:32][CH:31]=[CH:30][C:29]=2[S:34]([N:37]2[CH2:41][CH2:40][CH:39]([OH:42])[CH2:38]2)(=[O:36])=[O:35])[C:24]([Cl:43])=[CH:23][N:22]=1>>[Cl:43][C:24]1[C:25]([NH:27][C:28]2[CH:33]=[CH:32][CH:31]=[CH:30][C:29]=2[S:34]([N:37]2[CH2:41][CH2:40][CH:39]([OH:42])[CH2:38]2)(=[O:35])=[O:36])=[N:26][C:21]([NH:19][C:4]2[CH:5]=[CH:6][C:7]3[CH2:13][CH2:12][CH:11]([NH:14][CH2:15][CH2:16][O:17][CH3:18])[CH2:10][CH2:9][C:8]=3[C:3]=2[O:2][CH3:1])=[N:22][CH:23]=1. Procedure: In an analogous manner to Experimental 691, part c, 1-methoxy-N*7*-(2-methoxy-ethyl)-6,7,8,9-tetrahydro-5H-benzocycloheptene-2,7-diamine and 1-[2-(2,5-Dichloro-pyrimidin-4-ylamino)-benzenesulfonyl]-pyrrolidin-3-ol were combined to yield 1-(2-{5-Chloro-2-[1-methoxy-7-(2-methoxy-ethylamino)-6,7,8,9-tetrahydro-5H-benzocyclohepten-2-ylamino]-pyrimidin-4-ylamino}-benzenesulfonyl)-pyrrolidin-3-ol (12.27 mg, 7% yield) as a beige foam. 1H-NMR (CDCl3) δ 9.36 (s, 1H), 8.50 (d, J=8.3 Hz, 1H), 8.15 (s, 1H),... The reactants are CC(C)(C#N)N=NC(C)(C)C#N (AIBN), C1CC(=O)N(C1=O)Br (NBS), CC1=C(C=C(C=C1)C1=CC=C(C=C1)[N+](=O)[O-])C(=O)OC (Methyl 4-methyl-4′-nitrobiphenyl-3-carboxylate). The solvent is C(Cl)(Cl)(Cl)Cl (carbon tetrachloride). Conditions: temperature 80 celsius. The product is BrCC1=C(C=C(C=C1)C1=CC=C(C=C1)[N+](=O)[O-])C(=O)OC (Methyl 4-(bromomethyl)-4′-nitrobiphenyl-3-carboxylate). As a reaction SMILES: [CH3:1][C:2]1[CH:7]=[CH:6][C:5]([C:8]2[CH:13]=[CH:12][C:11]([N+:14]([O-:16])=[O:15])=[CH:10][CH:9]=2)=[CH:4][C:3]=1[C:17]([O:19][CH3:20])=[O:18].CC(N=NC(C#N)(C)C)(C#N)C.C1C(=O)N([Br:40])C(=O)C1>C(Cl)(Cl)(Cl)Cl>[Br:40][CH2:1][C:2]1[CH:7]=[CH:6][C:5]([C:8]2[CH:9]=[CH:10][C:11]([N+:14]([O-:16])=[O:15])=[CH:12][CH:13]=2)=[CH:4][C:3]=1[C:17]([O:19][CH3:20])=[O:18]. Reported procedure: The compound of example 3 (5.7 g, 0.021 mol) was dissolved in carbon tetrachloride (125 mL). AIBN (350 mg) and NBS (4.1 g, 0.0231 mol) were added and the reaction mixture was refluxed at 80° C. After completion of the reaction, the reaction mixture was cooled to room temperature and filtered through celite. The filtrate was concentrated to obtain a crude material containing 85% mono bromo and 10% dibromo product and 5% starting material. The crude was used directly without purification for the p... The reactants are O=C([O-])O, COC(=O)C1(C)CN(C(=O)OC(C)(C)C)CCC1N(Cc1ccccc1)C(C)c1ccccc1, O=S(=O)(Cl)c1ccc(OCc2ccccc2)cc1, CO, O=CO, ClCCl, [Na+]. The product is COC(=O)C1(C)CN(C(=O)OC(C)(C)C)CCC1NS(=O)(=O)c1ccc(OCc2ccccc2)cc1. Reaction SMILES: [C:56](=[O:57])([OH:58])[O-:59].[CH2:1]([N:8]([CH:2]([c:3]1[cH:4][cH:5][cH:6][cH:7][cH:27]1)[CH3:28])[CH:9]1[C:10]([C:22](=[O:23])[O:24][CH3:25])([CH3:26])[CH2:11][N:12]([C:15](=[O:16])[O:17][C:18]([CH3:19])([CH3:20])[CH3:21])[CH2:13][CH2:14]1)[c:29]1[cH:30][cH:31][cH:32][cH:33][cH:34]1.[CH2:35]([c:36]1[cH:37][cH:38][cH:39][cH:40][cH:41]1)[O:42][c:43]1[cH:44][cH:45][c:46]([S:49](=[O:50])(=[O:51])[Cl:52])[cH:47][cH:48]1.[CH3:64][OH:65].[CH:61]([OH:62])=[O:63].[Cl:53][CH2:54][Cl:55].[Na+:60]>>[NH:8]([CH:9]1[C:10]([C:22](=[O:23])[O:24][CH3:25])([CH3:26])[CH2:11][N:12]([C:15](=[O:16])[O:17][C:18]([CH3:19])([CH3:20])[CH3:21])[CH2:13][CH2:14]1)[S:49]([c:46]1[cH:45][cH:44][c:43]([O:42][CH2:35][c:36]2[cH:37][cH:38][cH:39][cH:40][cH:41]2)[cH:48][cH:47]1)(=[O:50])=[O:51].